Dataset: the Open Reaction Database (ORD), a public repository of structured organic reaction records. Task: describe an organic reaction: reactants, conditions, products, and yield The reactants are CO[C@@H]1CC[C@H](C2=CC=CC=C12)NC(C)=O (trans-N-(1,2,3,4-tetrahydro-4-methoxy-1-naphthyl)acetamide), [OH-].[K+] (potassium hydroxide), C(CO)O (ethylene glycol). Run in O (water), O (water). Yields the product CO[C@@H]1CC[C@H](C2=CC=CC=C12)N (trans-1,2,3,4-tetrahydro-4-methoxy-1-naphthylamine). Reaction SMILES: [CH3:1][O:2][C@H:3]1[C:12]2[C:7](=[CH:8][CH:9]=[CH:10][CH:11]=2)[C@H:6]([NH:13]C(=O)C)[CH2:5][CH2:4]1.[OH-].[K+].C(O)CO>O>[CH3:1][O:2][C@H:3]1[C:12]2[C:7](=[CH:8][CH:9]=[CH:10][CH:11]=2)[C@H:6]([NH2:13])[CH2:5][CH2:4]1 |f:1.2|. Reported procedure: A mixture of 6.9 g. of cis and trans-N-(1,2,3,4-tetrahydro-4-methoxy-1-naphthyl)acetamide, 56.11 g. of potassium hydroxide, 50 ml. of ethylene glycol and 20 ml. of water is stirred and heated at reflux for an overnight period. The mixture is cooled, 100 ml. of water is added and the mixture extracted with methylene chloride (3 × 50 ml.). The combined extract was washed with 125 ml. of 10% sodium hydroxide solution, dried and evaporated in vacuo to afford 5.7 g. of title product - an oil. This oi...